Dataset: the Open Reaction Database (ORD), a public repository of structured organic reaction records. Task: describe an organic reaction: reactants, conditions, products, and yield Starting materials: CS(=O)(=O)OCC1=NC=C(C=C1)C1CCN(CC1)C(=O)OC(C)(C)C (tert-butyl 4-[2-(methanesulfonyloxymethyl)pyridin-5-yl]piperidine-1-carboxylate), S(N)(=O)(=O)C1=CC=C(C=C1)[O-].[K+] (potassium 4-sulfamoylphenolate), [Cl-].[NH4+] (ammonium chloride). The solvent is CS(=O)C (dimethyl sulfoxide). Run at time 3.5 hour. Yields the product S(N)(=O)(=O)C1=CC=C(OCC2=NC=C(C=C2)C2CCN(CC2)C(=O)OC(C)(C)C)C=C1 (tert-Butyl 4-[2-(4-sulfamoylphenoxymethyl)pyridin-5-yl]piperidine-1-carboxylate). Isolated yield 55.0%. Reaction SMILES: CS([O:5][CH2:6][C:7]1[CH:12]=[CH:11][C:10]([CH:13]2[CH2:18][CH2:17][N:16]([C:19]([O:21][C:22]([CH3:25])([CH3:24])[CH3:23])=[O:20])[CH2:15][CH2:14]2)=[CH:9][N:8]=1)(=O)=O.[S:26]([C:30]1[CH:35]=[CH:34][C:33]([O-])=[CH:32][CH:31]=1)(=[O:29])(=[O:28])[NH2:27].[K+].[Cl-].[NH4+]>CS(C)=O>[S:26]([C:30]1[CH:35]=[CH:34][C:33]([O:5][CH2:6][C:7]2[CH:12]=[CH:11][C:10]([CH:13]3[CH2:14][CH2:15][N:16]([C:19]([O:21][C:22]([CH3:25])([CH3:24])[CH3:23])=[O:20])[CH2:17][CH2:18]3)=[CH:9][N:8]=2)=[CH:32][CH:31]=1)(=[O:29])(=[O:28])[NH2:27] |f:1.2,3.4|. Procedure details: To a solution of tert-butyl 4-[2-(methanesulfonyloxymethyl)pyridin-5-yl]piperidine-1-carboxylate (Example 1(3)) (24 mg, 0.065 mmol) in dimethyl sulfoxide (1 mL) was added potassium 4-sulfamoylphenolate (14 mg, 0.065 mmol). The mixture was stirred at room temperature for 3.5 hours, to which was added saturated aqueous ammonium chloride solution and extracted with chloroform. The organic layer was washed with brine, dried over anhydrous sodium sulfate and concentrated under reduced pressure. The r... Reactants: CC(C)(C)P(Cl)C(C)(C)C, Cc1ccccc1, Clc1ccccc1, [Cu]Br, [Mg], C1CCOC1, O=S(=O)(O)O. Product: CC(C)(C)P(c1ccccc1)C(C)(C)C. RXN SMILES: [C:1]([CH3:2])([CH3:3])([CH3:4])[P:5]([C:6]([CH3:7])([CH3:8])[CH3:9])[Cl:10].[CH3:31][c:32]1[cH:33][cH:34][cH:35][cH:36][cH:37]1.[Cl:11][c:12]1[cH:13][cH:14][cH:15][cH:16][cH:17]1.[Cu:29][Br:30].[Mg:18].[O:24]1[CH2:25][CH2:26][CH2:27][CH2:28]1.[S:19](=[O:20])(=[O:21])([OH:22])[OH:23]>>[C:1]([CH3:2])([CH3:3])([CH3:4])[P:5]([C:6]([CH3:7])([CH3:8])[CH3:9])[c:12]1[cH:13][cH:14][cH:15][cH:16][cH:17]1. Reactants: [H-].[Na+] (Sodium hydride), BrC=1C=NC=C(C(=O)NC)C1 (5-bromo-N-methylnicotinamide), CI (Methyl iodide), [Cl-].[NH4+] (ammonium chloride). Solvent: CN(C)C=O (DMF), C(C)(=O)OCC (ethyl acetate). Reaction conditions: temperature 45 celsius, time 1 hour. Product: BrC=1C=NC=C(C(=O)N(C)C)C1 (5-bromo-N,N-dimethylnicotinamide). RXN SMILES: [H-].[Na+].[Br:3][C:4]1[CH:5]=[N:6][CH:7]=[C:8]([CH:13]=1)[C:9]([NH:11][CH3:12])=[O:10].[CH3:14]I.[Cl-].[NH4+]>C(OCC)(=O)C.CN(C=O)C>[Br:3][C:4]1[CH:5]=[N:6][CH:7]=[C:8]([CH:13]=1)[C:9]([N:11]([CH3:14])[CH3:12])=[O:10] |f:0.1,4.5|. Procedure details: Sodium hydride (60% in oil) (28 mg) was added to a DMF (2.4 ml) solution containing 5-bromo-N-methylnicotinamide (100 mg), followed by stirring at 45° C. for 1 hour. Methyl iodide (43 μl) was added under ice cooling, followed by stirring at room temperature for 1 hour. A saturated aqueous ammonium chloride solution and ethyl acetate were added to the reaction mixture. The organic layer was collected, washed with saturated saline, and dried over anhydrous magnesium sulfate. The solvent was distil... Reactants: Cl (hydrochloric acid), NC1=CC=CC=C1 (aniline), C(#N)CCN(C1=CC=C(N)C=C1)CCC#N (4-(bis-(2-cyanoethyl)amino) aniline), Cl (hydrochloric acid), [Cr](=O)(=O)([O-])O[Cr](=O)(=O)[O-].[Na+].[Na+] (sodium dichromate). Run in O (water), O (water), O (water), O (water), O (water). Run at temperature 0 celsius, time 16 hour. Yields the product [Cl-].NC1=CC=CC2=[N+](C3=CC(=CC=C3N=C12)N(CCC#N)CCC#N)C1=CC=CC=C1 (amino-5-phenyl-7-bis (2 cyanoethyl)amino phenazinium chloride). RXN SMILES: [C:1]([CH2:3][CH2:4][N:5]([CH2:13][CH2:14][C:15]#[N:16])[C:6]1[CH:12]=[CH:11][C:9]([NH2:10])=[CH:8][CH:7]=1)#[N:2].[NH2:17][C:18]1[CH:23]=[CH:22][CH:21]=[CH:20][CH:19]=1.[ClH:24].[Cr](O[Cr]([O-])(=O)=O)([O-])(=O)=O.[Na+].[Na+]>O>[Cl-:24].[NH2:17][C:18]1[C:23]2[C:22](=[N+:5]([C:6]3[CH:12]=[CH:11][CH:9]=[CH:8][CH:7]=3)[C:8]3[C:9]([N:10]=2)=[CH:11][CH:12]=[C:6]([N:5]([CH2:4][CH2:3][C:1]#[N:2])[CH2:13][CH2:14][C:15]#[N:16])[CH:7]=3)[CH:21]=[CH:20][CH:19]=1 |f:3.4.5,7.8|. Procedure details: A 3-liter round-bottomed flask fitted with a mechanical stirrer was loaded with 16.6 g (0.066 mole) of 4-(bis-(2-cyanoethyl)amino) aniline in 800 ml of distilled water. A 10% excess of aniline (13.56 g, 0.1456 mole) and 200 ml of distilled water were added to the mixture. The mixture was cooled to 0° C. in an ice bath, and 10 g concentrated hydrochloric acid in 25 ml of water were added. Then 6.31 g (0.0883 mole) of sodium dichromate in 25 ml of water was added. The temperature rose to 7° C. Sti... Reactants: [N+](=O)([O-])C=1C=C(CS(=O)(=O)NC=2C=C(C=CC2)NC(OC(C)(C)C)=O)C=CC1 (tert-butyl (3-{[(3-nitrobenzyl)sulfonyl]amino}phenyl)carbamate). Reagents/catalysts: [Fe] (iron). Solvent: O (water), CO (methanol), C(C)(=O)O (acetic acid). Run at temperature 0 celsius, time 2 hour. Product: NC=1C=C(CS(=O)(=O)NC=2C=C(C=CC2)NC(OC(C)(C)C)=O)C=CC1 (tert-Butyl (3-{[(3-aminobenzyl)sulfonyl]amino}phenyl)carbamate). The yield is 88.3%. As a reaction SMILES: [N+:1]([C:4]1[CH:5]=[C:6]([CH:26]=[CH:27][CH:28]=1)[CH2:7][S:8]([NH:11][C:12]1[CH:13]=[C:14]([NH:18][C:19](=[O:25])[O:20][C:21]([CH3:24])([CH3:23])[CH3:22])[CH:15]=[CH:16][CH:17]=1)(=[O:10])=[O:9])([O-])=O>O.CO.C(O)(=O)C.[Fe]>[NH2:1][C:4]1[CH:5]=[C:6]([CH:26]=[CH:27][CH:28]=1)[CH2:7][S:8]([NH:11][C:12]1[CH:13]=[C:14]([NH:18][C:19](=[O:25])[O:20][C:21]([CH3:24])([CH3:23])[CH3:22])[CH:15]=[CH:16][CH:17]=1)(=[O:10])=[O:9]. Reported procedure: To a solution tert-butyl (3-{[(3-nitrobenzyl)sulfonyl]amino}phenyl)carbamate (1.1 g, 2.7 mmol) in water (2 mL), methanol (100 mL) and acetic acid (4.1 mL) was added iron (0.60 g, 11.0 mmol) powder in one batch. The mixture was stirred at 0° C. for 2 h. The mixture was mixed with celite, filtered, and the cake was washed with EtOAc. The brown filtrate was concentrated and EtOAc and NaHCO3/water were added. The water layer was extracted with EtOAc once more. The organic layers were combined, dried... Starting materials: S1C(=CC=C1)C=1OC=C(N1)CCC(=O)OCC (ethyl 3-[2-(2-thienyl)-4-oxazolyl]propionate), [Li] (lithium), [H-] (hydride). Yields the product S1C(=CC=C1)C=1OC=C(N1)CCCO (3-[2-(2-thienyl)-4-oxazolyl]propanol). The yield is 97.0%. As a reaction SMILES: [S:1]1[CH:5]=[CH:4][CH:3]=[C:2]1[C:6]1[O:7][CH:8]=[C:9]([CH2:11][CH2:12][C:13](OCC)=[O:14])[N:10]=1.[Li].[H-]>>[S:1]1[CH:5]=[CH:4][CH:3]=[C:2]1[C:6]1[O:7][CH:8]=[C:9]([CH2:11][CH2:12][CH2:13][OH:14])[N:10]=1 |^1:17|. Procedure details: In substantially the same manner as in Reference Example 72, ethyl 3-[2-(2-thienyl)-4-oxazolyl]propionate was subjected to reduction with lithium alminum hydride to obtain 3-[2-(2-thienyl)-4-oxazolyl]propanol as an oil. The yield was 97%. Reactants: FC(C(=O)O)(F)F (trifluoroacetic acid), CN(CCCOC=1C(=CC2=C(NC(=N2)C2=NN(C=C2NC(=O)N2CCCCC2)C2OCCCC2)C1)F)C (piperidine-1-carboxylic acid [3-[6-(3-dimethylaminopropoxy)-5-fluoro-1H-benzimidazol-2-yl]-1-(tetrahydropyran-2-yl)-1H-pyrazol-4-yl]amide). The yield is 170.8%. Conditions: temperature 22 celsius, time 16 hour. The product is CN(CCCOC=1C(=CC2=C(NC(=N2)C2=NNC=C2NC(=O)N2CCCCC2)C1)F)C (N-{3-[6-(3-dimethylaminopropoxy)-5-fluoro-1H-benzimidazol-2-yl]-1H-pyrazol-4-yl}piperidine-1-carboxamide). Solvent: ClCCl (dichloromethane). As a reaction SMILES: FC(F)(F)C(O)=O.[CH3:8][N:9]([CH3:44])[CH2:10][CH2:11][CH2:12][O:13][C:14]1[C:15]([F:43])=[CH:16][C:17]2[N:21]=[C:20]([C:22]3[C:26]([NH:27][C:28]([N:30]4[CH2:35][CH2:34][CH2:33][CH2:32][CH2:31]4)=[O:29])=[CH:25][N:24](C4CCCCO4)[N:23]=3)[NH:19][C:18]=2[CH:42]=1>ClCCl>[CH3:44][N:9]([CH3:8])[CH2:10][CH2:11][CH2:12][O:13][C:14]1[C:15]([F:43])=[CH:16][C:17]2[N:21]=[C:20]([C:22]3[C:26]([NH:27][C:28]([N:30]4[CH2:35][CH2:34][CH2:33][CH2:32][CH2:31]4)=[O:29])=[CH:25][NH:24][N:23]=3)[NH:19][C:18]=2[CH:42]=1. Procedure details: 0.5 mL of trifluoroacetic acid is added to a solution of 28 mg of piperidine-1-carboxylic acid [3-[6-(3-dimethylaminopropoxy)-5-fluoro-1H-benzimidazol-2-yl]-1-(tetrahydropyran-2-yl)-1H-pyrazol-4-yl]amide in solution in 1.5 mL of dichloromethane. The reaction medium is stirred at 22° C. for 16 hours. The reaction medium is concentrated under reduced pressure in a rotary evaporator, taken up several times with isopropyl ether and concentrated under reduced pressure in a rotary evaporator each time... Starting materials: [Na] (sodium), SC1=NC=CC=C1 (2-mercapto pyridine), BrC=1C=CC=2N(C1)C(=CN2)[N+](=O)[O-] (6-bromo-3-nitroimidazo [1,2-a] pyridine). Run in CN1C(CCC1)=O (N-methylpyrolidinone). The product is [N+](=O)([O-])C1=CN=C2N1C=C(C=C2)SC2=NC=CC=C2 (3-nitro 6-(2-pyridylthio) imidazo [1,2-a] pyridine). As a reaction SMILES: [Na].[SH:2][C:3]1[CH:8]=[CH:7][CH:6]=[CH:5][N:4]=1.Br[C:10]1[CH:11]=[CH:12][C:13]2[N:14]([C:16]([N+:19]([O-:21])=[O:20])=[CH:17][N:18]=2)[CH:15]=1>CN1CCCC1=O>[N+:19]([C:16]1[N:14]2[CH:15]=[C:10]([S:2][C:3]3[CH:8]=[CH:7][CH:6]=[CH:5][N:4]=3)[CH:11]=[CH:12][C:13]2=[N:18][CH:17]=1)([O-:21])=[O:20] |^1:0|. Procedure: A solution of 1.61 g. (0.012 mole) of the sodium salt of 2-mercapto pyridine and 2.42 g. (0.01 mole) of 6-bromo-3-nitroimidazo [1,2-a] pyridine in 10 ml. N-methylpyrolidinone is heated at 150° C. for 40 minutes under a nitrogen atmosphere. The cooled solution is poured onto 100 ml. of ice-water and the resultant suspension is extracted with ethyl acetate. The combined extracts are washed with saturated aqueous sodium chloride and dried over magnesium sulfate. Evaporation of the solvent to a smal...